From a dataset of the Open Reaction Database (ORD), a public repository of structured organic reaction records. describe an organic reaction: reactants, conditions, products, and yield Starting materials: COC1=CC=C(C=C1)N1CCN(CC1)CCCCC1=CNC2=CC=C(C=C12)C#N (3-[4-(4-p-methoxyphenylpiperazino)butyl]-5-cyanoindole), Cl.N1=CC=CC=C1 (pyridine hydrochloride). Solvent: N1=CC=CC=C1 (pyridine). Conditions: time 3 hour. Product: OC1=CC=C(C=C1)N1CCN(CC1)CCCCC1=CNC2=CC=C(C=C12)C#N (3-[4-(4-p-hydroxyphenylpiperazino)butyl]-5-cyanoindole). RXN SMILES: C[O:2][C:3]1[CH:8]=[CH:7][C:6]([N:9]2[CH2:14][CH2:13][N:12]([CH2:15][CH2:16][CH2:17][CH2:18][C:19]3[C:27]4[C:22](=[CH:23][CH:24]=[C:25]([C:28]#[N:29])[CH:26]=4)[NH:21][CH:20]=3)[CH2:11][CH2:10]2)=[CH:5][CH:4]=1.Cl.N1C=CC=CC=1>N1C=CC=CC=1>[OH:2][C:3]1[CH:8]=[CH:7][C:6]([N:9]2[CH2:14][CH2:13][N:12]([CH2:15][CH2:16][CH2:17][CH2:18][C:19]3[C:27]4[C:22](=[CH:23][CH:24]=[C:25]([C:28]#[N:29])[CH:26]=4)[NH:21][CH:20]=3)[CH2:11][CH2:10]2)=[CH:5][CH:4]=1 |f:1.2|. Reported procedure: A mixture of 4.05 g of 3-[4-(4-p-methoxyphenylpiperazino)butyl]-5-cyanoindole, 3.5 g of pyridine hydrochloride and 80 ml of pyridine is boiled for 3 hours. It is cooled, evaporated and worked up in a conventional manner, and 3-[4-(4-p-hydroxyphenylpiperazino)butyl]-5-cyanoindole is obtained.